From a dataset of the Open Reaction Database (ORD), a public repository of structured organic reaction records. describe an organic reaction: reactants, conditions, products, and yield Starting materials: N(=[N+]=[N-])[C@@H]1[C@H](COC1)O[Si](C)(C)C ([(3R,4S)-4-azidotetrahydrofuran-3-yl]oxy-trimethyl-silane). The reagents and catalysts are CC(C)(C)C1=C/C(=C\N[C@@H]2CCCC[C@H]2N/C=C\3/C=C(C=C(C3=O)C(C)(C)C)C(C)(C)C)/C(=O)C(=C1)C(C)(C)C.[Co] ((1R,2R)-(−)-1,2-cyclohexanediamino-N,N′-bis(3,5-di-t-butylsalicylidene)cobalt (II)), [Pd] (palladium on carbon). Solvent: C1CCOC1 (THF). Run at time 16 hour. The product is C[Si](O[C@@H]1[C@H](COC1)N)(C)C ((3 S,4R)-4-Trimethylsilyloxytetrahydrofuran-3-amine). As a reaction SMILES: [N:1]([C@H:4]1[CH2:8][O:7][CH2:6][C@@H:5]1[O:9][Si:10]([CH3:13])([CH3:12])[CH3:11])=[N+]=[N-]>CC(C1C=C(C(C)(C)C)C(=O)/C(=C/N[C@H]2[C@H](N/C=C3/C=C(C(C)(C)C)C=C(C(C)(C)C)C/3=O)CCCC2)/C=1)(C)C.[Co].[Pd].C1COCC1>[CH3:11][Si:10]([CH3:13])([CH3:12])[O:9][C@H:5]1[CH2:6][O:7][CH2:8][C@@H:4]1[NH2:1] |f:1.2|. Procedure: A mixture of [(3R,4S)-4-azidotetrahydrofuran-3-yl]oxy-trimethyl-silane (870 mg, 4.2 mmol; prepared according to the exact procedure found in Jacobsen, E. N.; Larrow, J. F.; Schaus, S. E. J. Org. Chem. 1997, 62, 4197-4199; except that commercially available (1R,2R)-(−)-1,2-cyclohexanediamino-N,N′-bis(3,5-di-t-butylsalicylidene)cobalt (II) is used as catalyst), 10% palladium on carbon (230 mg, 216 μmol), and THF (22 mL) is stirred at room temperature under hydrogen (60 psi) for 16 h. The reaction ... Reactants: CC(=O)Oc1ccc(-c2c3ccccc3c(Br)c3sc(C)c(C)c23)cc1, ClCCl, O=S(=O)(Cl)Cl. The product is CC(=O)Oc1ccc(-c2c3ccccc3c(Br)c3sc(CCl)c(C)c23)cc1. As a reaction SMILES: [Br:1][c:2]1[c:3]2[cH:4][cH:5][cH:6][cH:7][c:8]2[c:9](-[c:17]2[cH:18][cH:19][c:20]([O:23][C:24]([CH3:25])=[O:26])[cH:21][cH:22]2)[c:10]2[c:11]1[s:12][c:13]([CH3:16])[c:14]2[CH3:15].[CH2:32]([Cl:33])[Cl:34].[S:27]([Cl:28])(=[O:29])([Cl:30])=[O:31]>>[Br:1][c:2]1[c:3]2[cH:4][cH:5][cH:6][cH:7][c:8]2[c:9](-[c:17]2[cH:18][cH:19][c:20]([O:23][C:24]([CH3:25])=[O:26])[cH:21][cH:22]2)[c:10]2[c:11]1[s:12][c:13]([CH2:16][Cl:30])[c:14]2[CH3:15]. The reactants are C(C1=CC=CC=C1)ON=C(C)C=1C=C(CO)C=CC1 (3-(1-(benzyloxyimino)ethyl)benzylalcohol), P(Br)(Br)Br (phosphorous tribromide). The solvent is C(C)OCC (diethyl ether). Run at time 6 hour. The product is C(C1=CC=CC=C1)ON=C(C)C=1C=C(CBr)C=CC1 (3-(1-(benzyloxyimino)ethyl)benzylbromide). Yield: 194.2%. Reaction SMILES: [CH2:1]([O:8][N:9]=[C:10]([C:12]1[CH:13]=[C:14]([CH:17]=[CH:18][CH:19]=1)[CH2:15]O)[CH3:11])[C:2]1[CH:7]=[CH:6][CH:5]=[CH:4][CH:3]=1.P(Br)(Br)[Br:21]>C(OCC)C>[CH2:1]([O:8][N:9]=[C:10]([C:12]1[CH:13]=[C:14]([CH:17]=[CH:18][CH:19]=1)[CH2:15][Br:21])[CH3:11])[C:2]1[CH:7]=[CH:6][CH:5]=[CH:4][CH:3]=1. Reported procedure: To a solution of 2.55 g (10 mmol) of 3-(1-(benzyloxyimino)ethyl)benzylalcohol in 20 ml of dry diethyl ether was added dropwise 1.35 g (4.5 mmol) of phosphorous tribromide with ice-cooling. The mixture was removed from an ice bath and stirred at room temperature for 6 hours. To the reaction mixture were added ice water and diethyl ether. The mixture was stirred for 30 minutes and separated. The organic layer was washed successively with an about 5% aqueous solution of sodium bicarbonate and water... Starting materials: [BH4-], CC(C)O, [Na+], O=C(CSCc1ccncc1)c1ccccc1. The product is OC(CSCc1ccncc1)c1ccccc1. Reaction SMILES: [BH4-:18].[CH:20]([OH:21])([CH3:22])[CH3:23].[Na+:19].[cH:1]1[cH:2][c:3]([CH2:7][S:8][CH2:9][C:10](=[O:11])[c:12]2[cH:13][cH:14][cH:15][cH:16][cH:17]2)[cH:4][cH:5][n:6]1>>[cH:1]1[cH:2][c:3]([CH2:7][S:8][CH2:9][CH:10]([OH:11])[c:12]2[cH:13][cH:14][cH:15][cH:16][cH:17]2)[cH:4][cH:5][n:6]1.